This data is from the Open Reaction Database (ORD), a public repository of structured organic reaction records. The task is: describe an organic reaction: reactants, conditions, products, and yield Reactants: Reagent ( ii ), O.C(CC(O)(C(=O)O)CC(=O)O)(=O)O (citric acid monohydrate), P(=O)(O)([O-])[O-].[Na+].[Na+] (disodium hydrogen phosphate), P(=O)([O-])([O-])[O-] (phosphate). The solvent is O (water), O (water), O (water). Yields the product C(CC(O)(C(=O)[O-])CC(=O)[O-])(=O)[O-].P(=O)([O-])([O-])[O-] (citrate phosphate). As a reaction SMILES: [P:1]([O-:5])([O-:4])([OH:3])=[O:2].[Na+].[Na+].P([O-])([O-])([O-])=O.O.[C:14]([OH:26])(=[O:25])[CH2:15][C:16]([CH2:21][C:22]([OH:24])=[O:23])([C:18]([OH:20])=[O:19])[OH:17]>O>[C:14]([O-:26])(=[O:25])[CH2:15][C:16]([CH2:21][C:22]([O-:24])=[O:23])([C:18]([O-:20])=[O:19])[OH:17].[P:1]([O-:5])([O-:4])([O-:3])=[O:2] |f:0.1.2,4.5,7.8|. Procedure: Reagent (ii) is a buffer prepared by first dissolving 144.8 grams (1.020 mol) of disodium hydrogen phosphate in 1.00 liter hot deionized water. The phosphate dissolved in the hot deionized water upon stirring. To this solution 102.95 grams (0.4902 mol) of citric acid monohydrate were added. The resulting solution was then diluted to 10.0 liters with additional deionized water, thus forming a citrate-phosphate solution, with a pH of 5.0. Starting materials: [OH-].[Na+] (sodium hydroxide), C(C)(C)(C)OC(=O)N1C(CN(CC1)C(CNC(=O)OC(C)(C)C)=O)C(=O)OC (Methyl 1-tert-butoxycarbonyl-4-(N-tert-butoxycarbonylglycyl)piperazine-2-carboxylate). The solvent is CO (methanol). Conditions: time 23 hour. The product is C(C)(C)(C)OC(=O)N1C(CN(CC1)C(CNC(=O)OC(C)(C)C)=O)C(=O)O (1-tert-Butoxycarbonyl-4-(N-tert-butoxycarbonylglycyl)piperazine-2-carboxylic acid). As a reaction SMILES: [OH-].[Na+].[C:3]([O:7][C:8]([N:10]1[CH2:15][CH2:14][N:13]([C:16](=[O:26])[CH2:17][NH:18][C:19]([O:21][C:22]([CH3:25])([CH3:24])[CH3:23])=[O:20])[CH2:12][CH:11]1[C:27]([O:29]C)=[O:28])=[O:9])([CH3:6])([CH3:5])[CH3:4]>CO>[C:3]([O:7][C:8]([N:10]1[CH2:15][CH2:14][N:13]([C:16](=[O:26])[CH2:17][NH:18][C:19]([O:21][C:22]([CH3:24])([CH3:23])[CH3:25])=[O:20])[CH2:12][CH:11]1[C:27]([OH:29])=[O:28])=[O:9])([CH3:4])([CH3:5])[CH3:6] |f:0.1|. Reported procedure: A solution of 1 N sodium hydroxide (728 mL) was added to a stirred solution of Methyl 1-tert-butoxycarbonyl-4-(N-tert-butoxycarbonylglycyl)piperazine-2-carboxylate (A, 195 mg) in methanol (3 mL). The mixture was stirred at room temperature for 23 hr and evaporated in vacuo. The residue was diluted with water and washed with ether. The aqueous layer was acidified with 1 N hydrochloric acid and extracted with ethyl acetate. The organic layer was dried over anhydrous sodium sulfate and evaporated i...